Task: describe an organic reaction: reactants, conditions, products, and yield. Dataset: the Open Reaction Database (ORD), a public repository of structured organic reaction records Starting materials: C1(CCCC2=CC(=CC=C12)OCC(=O)OC)=O (methyl tetralone-6-oxyacetate), BrBr (bromine). Run in C(Cl)(Cl)Cl (chloroform), C(Cl)(Cl)Cl (chloroform). Run at time 4 hour. Yields the product BrC1C(C2=CC=C(C=C2CC1)OCC(=O)OC)=O (methyl 2-bromotetralone-6-oxyacetate). Reaction SMILES: [C:1]1(=[O:17])[C:10]2[C:5](=[CH:6][C:7]([O:11][CH2:12][C:13]([O:15][CH3:16])=[O:14])=[CH:8][CH:9]=2)[CH2:4][CH2:3][CH2:2]1.[Br:18]Br>C(Cl)(Cl)Cl>[Br:18][CH:2]1[CH2:3][CH2:4][C:5]2[C:10](=[CH:9][CH:8]=[C:7]([O:11][CH2:12][C:13]([O:15][CH3:16])=[O:14])[CH:6]=2)[C:1]1=[O:17]. Procedure details: To a solution of the product from step (ii) (1.3 g) in chloroform (15 ml) was added dropwise a solution of bromine (0.29 ml) in chloroform (1 ml) and the resulting mixture was stirred for 4 hours. The solvent was evaporated to give an oil. Purification by flash column chromatography on silica, eluting with ethyl acetate/hexane (30:70 v/v) gave methyl 2-bromotetralone-6-oxyacetate (1.55 g) as an oil: NMR (d6DMSO) δ2.3-2.6(m,2H), 2.9-3.1(m,2H), 3.7(s,3H), 4.9(s,2H), 4.9-5.0(m,1H), 6.9-7.0(m,2H), 7... Reaction conditions: temperature -78 celsius, time 40 minute. Solvent: C1CCOC1 (THF), C1CCOC1 (THF), CCOCC (ether). The reactants are BrC=1C=CC(=C(C=O)C1)OCC (5-bromo-2-ethoxybenzaldehyde), CC(C)([O-])C.[K+] (potassium t-butoxide). Product: BrC=1C=CC(=C(C=C)C1)OCC (5-Bromo-2-ethoxystyrene). Reagents/catalysts: [Br-].C[P+](C1=CC=CC=C1)(C1=CC=CC=C1)C1=CC=CC=C1 (Methyltriphenylphosphonium bromide). Procedure details: Methyltriphenylphosphonium bromide (1.09 g, 3.05 mmol) was added to a solution of potassium t-butoxide (0.5 g, 2.29 mmol) in THF (8 mL). The resulting reaction mixture turned bright yellow and was stirred for 40 min after which, it was cooled to −78° C. 5-bromo-2-ethoxybenzaldehyde was dissolved in THF (2 mL) and added to the reaction which was stirred for 2 h. The reaction was warmed to rt, diluted with ether and filtered through celite. The filtrate was washed with brine, dried over magnesium ... RXN SMILES: [CH3:1]C(C)([O-])C.[K+].[Br:7][C:8]1[CH:9]=[CH:10][C:11]([O:16][CH2:17][CH3:18])=[C:12]([CH:15]=1)[CH:13]=O>[Br-].C[P+](C1C=CC=CC=1)(C1C=CC=CC=1)C1C=CC=CC=1.C1COCC1.CCOCC>[Br:7][C:8]1[CH:9]=[CH:10][C:11]([O:16][CH2:17][CH3:18])=[C:12]([CH:15]=1)[CH:13]=[CH2:1] |f:0.1,3.4|. Reactants: ClC1=CC=C2C(=CC=NC2=C1)NCC(C)(N)C (N1 -(7-chloro-quinolin-4-yl)-2-methyl-propane-1,2-diamine), ClC=1C=C(C=O)C=C(C1)Cl (3,5-dichlorobenzaldehyde), amine, [BH4-].[Na+] (sodium borohydride), Schiff's base, C(C)(=O)O (acetic acid). Run in C(C)O (ethanol), C(C)O (ethanol). Product: Cl.Cl.ClC1=CC=C2C(=CC=NC2=C1)NCC(C)(NCC1=CC(=CC(=C1)Cl)Cl)C (N1 -(7-Chloro-quinolin-4-yl)-N2 -(3,5-dichloro-benzyl)-2-methylpropane-1,2-diamine dihydrochloride). Reaction SMILES: [Cl:1][C:2]1[CH:11]=[C:10]2[C:5]([C:6]([NH:12][CH2:13][C:14]([CH3:17])([NH2:16])[CH3:15])=[CH:7][CH:8]=[N:9]2)=[CH:4][CH:3]=1.[Cl:18][C:19]1[CH:20]=[C:21]([CH:24]=[C:25]([Cl:27])[CH:26]=1)[CH:22]=O.[BH4-].[Na+].C(O)(=O)C>C(O)C>[ClH:1].[ClH:18].[Cl:1][C:2]1[CH:11]=[C:10]2[C:5]([C:6]([NH:12][CH2:13][C:14]([CH3:17])([NH:16][CH2:22][C:21]3[CH:20]=[C:19]([Cl:18])[CH:26]=[C:25]([Cl:27])[CH:24]=3)[CH3:15])=[CH:7][CH:8]=[N:9]2)=[CH:4][CH:3]=1 |f:2.3,6.7.8|. Procedure details: 1.25 g of N1 -(7-chloro-quinolin-4-yl)-2-methyl-propane-1,2-diamine and 0.88 g of 3,5-dichlorobenzaldehyde were heated under reflux in 10 ml of ethanol for 3 hours. The solvent was evaporated in a vacuum in order to complete the reaction. The resulting Schiff's base was again taken up in 10 ml of ethanol and reduced to the amine by the addition of 0.19 g of sodium borohydride. Excess reducing agent was decomposed after 3 hours by the addition of 10 ml of glacial acetic acid. The turbid solution ...